The task is: describe an organic reaction: reactants, conditions, products, and yield. This data is from the Open Reaction Database (ORD), a public repository of structured organic reaction records. Reactants: CC1(C=2C=CC(=CC2CCC1)C(=O)Cl)C (5,5-dimethyl-5,6,7,8-tetrahydro-2-naphthoyl chloride), OC1=C(C(=O)OC)C=CC(=C1)C#C[Si](C)(C)C (methyl 2-hydroxy-4-trimethylsilylethynylbenzoate), methyl ester. Product: OC1=C(C(=O)OC)C=CC(=C1)C#CC(C1=CC=2CCCC(C2C=C1)(C)C)=O (Methyl 2-hydroxy-4-[3-oxo-3-(5,5-dimethyl-5,6,7,8-tetrahydro-2-naphthyl)-1-propynyl]benzoate). Reaction SMILES: [CH3:1][C:2]1([CH3:15])[CH2:11][CH2:10][CH2:9][C:8]2[CH:7]=[C:6]([C:12](Cl)=[O:13])[CH:5]=[CH:4][C:3]1=2.[OH:16][C:17]1[CH:26]=[C:25]([C:27]#[C:28][Si](C)(C)C)[CH:24]=[CH:23][C:18]=1[C:19]([O:21][CH3:22])=[O:20]>>[OH:16][C:17]1[CH:26]=[C:25]([C:27]#[C:28][C:12](=[O:13])[C:6]2[CH:5]=[CH:4][C:3]3[C:2]([CH3:15])([CH3:1])[CH2:11][CH2:10][CH2:9][C:8]=3[CH:7]=2)[CH:24]=[CH:23][C:18]=1[C:19]([O:21][CH3:22])=[O:20]. Reported procedure: In a similar manner to Example 14(a), by reaction of 4.7 g (21 mmol) of 5,5-dimethyl-5,6,7,8-tetrahydro-2-naphthoyl chloride with 5.7 g (22.8 mmol) of methyl 2-hydroxy-4-trimethylsilylethynylbenzoate (prepared in Example 5(a) of patent EP 0,661,258), 5.14 g (68.5%) of the expected methyl ester are obtained, with a melting point of 89-90° C. The reactants are [Na+], [OH-], Oc1nc(O)c2nc(S)n(-c3ccccc3)c2n1. RXN SMILES: [Na+:20].[OH-:19].[OH:1][c:2]1[n:3][c:4]([OH:18])[c:5]2[n:6][c:7]([SH:17])[n:8](-[c:11]3[cH:12][cH:13][cH:14][cH:15][cH:16]3)[c:9]2[n:10]1>>[OH:1][c:2]1[n:3][c:4]([OH:18])[c:5]2[n:6][cH:7][n:8](-[c:11]3[cH:12][cH:13][cH:14][cH:15][cH:16]3)[c:9]2[n:10]1. Product: Oc1nc(O)c2ncn(-c3ccccc3)c2n1. Reactants: CC(=O)OC(C)=O, Cc1ccccc1, CCOC(C)=O, O=CO, Cl, Nc1ccc(I)cc1F, C1CCOC1. Yields the product O=CNc1ccc(I)cc1F. RXN SMILES: [CH3:10][C:11](=[O:12])[O:13][C:14](=[O:15])[CH3:16].[CH3:25][c:26]1[cH:27][cH:28][cH:29][cH:30][cH:31]1.[CH3:32][CH2:33][O:34][C:35](=[O:36])[CH3:37].[CH:17]([OH:18])=[O:19].[ClH:38].[I:1][c:2]1[cH:3][c:4]([F:9])[c:5]([NH2:6])[cH:7][cH:8]1.[O:20]1[CH2:21][CH2:22][CH2:23][CH2:24]1>>[I:1][c:2]1[cH:3][c:4]([F:9])[c:5]([NH:6][CH:11]=[O:12])[cH:7][cH:8]1. Reactants: C1(C=2C(C(N1)=O)=CC=CC2)=O (phthalimide), C1(=CC=CC=C1)P(C1=CC=CC=C1)C1=CC=CC=C1 (triphenylphosphine), N(=NC(=O)OCC)C(=O)OCC (diethyl azodicarboxylate), ClC1=C(C=CC=C1)C(C1=C(C=CC(=C1)F)N1C(=NC=C1)CO)=O (2'-chloro-5-fluoro-2-[2-(hydroxymethyl)imidazol-1-yl]benzophenone). Product: ClC1=C(C=CC=C1)C(C1=C(C=CC(=C1)F)N1C(=NC=C1)CN1C(C=2C(C1=O)=CC=CC2)=O)=O (2'-chloro-5-fluoro-2-[2-(phthalimidomethyl)imidazol-1-yl]benzophenone). As a reaction SMILES: [Cl:1][C:2]1[CH:7]=[CH:6][CH:5]=[CH:4][C:3]=1[C:8](=[O:23])[C:9]1[CH:14]=[C:13]([F:15])[CH:12]=[CH:11][C:10]=1[N:16]1[CH:20]=[CH:19][N:18]=[C:17]1[CH2:21]O.[C:24]1(=[O:34])[NH:28][C:27](=[O:29])[C:26]2=[CH:30][CH:31]=[CH:32][CH:33]=[C:25]12.C1(P(C2C=CC=CC=2)C2C=CC=CC=2)C=CC=CC=1.N(C(OCC)=O)=NC(OCC)=O>>[Cl:1][C:2]1[CH:7]=[CH:6][CH:5]=[CH:4][C:3]=1[C:8](=[O:23])[C:9]1[CH:14]=[C:13]([F:15])[CH:12]=[CH:11][C:10]=1[N:16]1[CH:20]=[CH:19][N:18]=[C:17]1[CH2:21][N:28]1[C:27](=[O:29])[C:26]2=[CH:30][CH:31]=[CH:32][CH:33]=[C:25]2[C:24]1=[O:34]. Procedure details: In the manner given in Example 17, 2'-chloro-5-fluoro-2-[2-(hydroxymethyl)imidazol-1-yl]benzophenone is treated with phthalimide and triphenylphosphine and finally with diethyl azodicarboxylate to give 2'-chloro-5-fluoro-2-[2-(phthalimidomethyl)imidazol-1-yl]benzophenone.